Dataset: the Open Reaction Database (ORD), a public repository of structured organic reaction records. Task: describe an organic reaction: reactants, conditions, products, and yield The reactants are CN, CO, CCOC(C)=O, COC(=O)c1nc(-c2ccccc2)cnc1Cl, C1CCOC1. Product: CNc1ncc(-c2ccccc2)nc1C(=O)OC. Reaction SMILES: [CH3:18][NH2:19].[CH3:20][OH:21].[CH3:27][CH2:28][O:29][C:30](=[O:31])[CH3:32].[Cl:1][c:2]1[c:3]([C:14](=[O:15])[O:16][CH3:17])[n:4][c:5](-[c:8]2[cH:9][cH:10][cH:11][cH:12][cH:13]2)[cH:6][n:7]1.[O:22]1[CH2:23][CH2:24][CH2:25][CH2:26]1>>[c:2]1([NH:19][CH3:18])[c:3]([C:14](=[O:15])[O:16][CH3:17])[n:4][c:5](-[c:8]2[cH:9][cH:10][cH:11][cH:12][cH:13]2)[cH:6][n:7]1. Reactants: CO, CCOC(=O)C1(CCCc2c(Cl)cnc3cc(OC)c(OC)cc23)CCN(CCSc2cccs2)CC1, [Na+], C1COCCO1, [OH-]. Product: COc1cc2ncc(Cl)c(CCCC3(C(=O)O)CCN(CCSc4cccs4)CC3)c2cc1OC. Reaction SMILES: [CH3:3][OH:4].[Cl:5][c:6]1[cH:7][n:8][c:9]2[cH:10][c:11]([O:40][CH3:41])[c:12]([O:38][CH3:39])[cH:13][c:14]2[c:15]1[CH2:16][CH2:17][CH2:18][C:19]1([C:33](=[O:34])[O:35][CH2:36][CH3:37])[CH2:20][CH2:21][N:22]([CH2:25][CH2:26][S:27][c:28]2[s:29][cH:30][cH:31][cH:32]2)[CH2:23][CH2:24]1.[Na+:2].[O:42]1[CH2:43][CH2:44][O:45][CH2:46][CH2:47]1.[OH-:1]>>[Cl:5][c:6]1[cH:7][n:8][c:9]2[cH:10][c:11]([O:40][CH3:41])[c:12]([O:38][CH3:39])[cH:13][c:14]2[c:15]1[CH2:16][CH2:17][CH2:18][C:19]1([C:33](=[O:34])[OH:35])[CH2:20][CH2:21][N:22]([CH2:25][CH2:26][S:27][c:28]2[s:29][cH:30][cH:31][cH:32]2)[CH2:23][CH2:24]1. Reactants: C(O)([O-])=O.[Na+] (sodium hydrogen carbonate), BrC1=CC(=C(C(=O)OC(C)(C)C)C=C1)NC1=CC=C(C=C1)F (tert-butyl 4-bromo-2-(4-fluoroanilino)benzoate), FC=1C=C(C=CC1)B(O)O (3-fluorophenylboronic acid), C(O)([O-])=O.[Na+] (sodium hydrogen carbonate). The reagents and catalysts are C=1C=CC(=CC1)[P](C=2C=CC=CC2)(C=3C=CC=CC3)[Pd]([P](C=4C=CC=CC4)(C=5C=CC=CC5)C=6C=CC=CC6)([P](C=7C=CC=CC7)(C=8C=CC=CC8)C=9C=CC=CC9)[P](C=1C=CC=CC1)(C=1C=CC=CC1)C=1C=CC=CC1 (tetrakis(triphenylphosphine)palladium(0)), C=1C=CC(=CC1)[P](C=2C=CC=CC2)(C=3C=CC=CC3)[Pd]([P](C=4C=CC=CC4)(C=5C=CC=CC5)C=6C=CC=CC6)([P](C=7C=CC=CC7)(C=8C=CC=CC8)C=9C=CC=CC9)[P](C=1C=CC=CC1)(C=1C=CC=CC1)C=1C=CC=CC1 (tetrakis(triphenylphosphine)palladium(0)). Run in C1(=CC=CC=C1)C (toluene), O (water), C(C)O (ethanol), C1(=CC=CC=C1)C (toluene). Yields the product FC1=CC=C(NC2=C(C(=O)OC(C)(C)C)C=CC(=C2)C2=CC(=CC=C2)F)C=C1 (tert-butyl 2-(4-fluoroanilino)-4-(3-fluorophenyl)benzoate). Reaction SMILES: Br[C:2]1[CH:14]=[CH:13][C:5]([C:6]([O:8][C:9]([CH3:12])([CH3:11])[CH3:10])=[O:7])=[C:4]([NH:15][C:16]2[CH:21]=[CH:20][C:19]([F:22])=[CH:18][CH:17]=2)[CH:3]=1.[F:23][C:24]1[CH:25]=[C:26](B(O)O)[CH:27]=[CH:28][CH:29]=1.C(=O)([O-])O.[Na+]>C1C=CC([P]([Pd]([P](C2C=CC=CC=2)(C2C=CC=CC=2)C2C=CC=CC=2)([P](C2C=CC=CC=2)(C2C=CC=CC=2)C2C=CC=CC=2)[P](C2C=CC=CC=2)(C2C=CC=CC=2)C2C=CC=CC=2)(C2C=CC=CC=2)C2C=CC=CC=2)=CC=1.C1(C)C=CC=CC=1.O.C(O)C>[F:22][C:19]1[CH:20]=[CH:21][C:16]([NH:15][C:4]2[CH:3]=[C:2]([C:28]3[CH:27]=[CH:26][CH:25]=[C:24]([F:23])[CH:29]=3)[CH:14]=[CH:13][C:5]=2[C:6]([O:8][C:9]([CH3:12])([CH3:11])[CH3:10])=[O:7])=[CH:17][CH:18]=1 |f:2.3,^1:41,43,62,81|. Procedure details: To toluene 2.1 mL solution of tert-butyl 4-bromo-2-(4-fluoroanilino)benzoate 0.10 g were added ethanol 0.6 mL, water 0.3 mL, 3-fluorophenylboronic acid 46 mg, sodium hydrogen carbonate 69 mg and tetrakis(triphenylphosphine)palladium(0) 16 mg at room temperature, and it was heated and refluxed for 2 hours. After the reaction mixture was cooled to room temperature, tetrakis(triphenylphosphine)palladium(0) 16 mg were added, and it was heated and refluxed for 2 hours. After the reaction mixture was ...